This data is from the Open Reaction Database (ORD), a public repository of structured organic reaction records. The task is: describe an organic reaction: reactants, conditions, products, and yield Starting materials: ClC1=NC(=NC(=C1[N+](=O)[O-])Cl)SC (4,6-dichloro-2-(methylthio)-5-nitropyrimidine), ClC1=NC(=NC(=C1[N+](=O)[O-])Cl)SC (4,6-dichloro-2-(methylthio)-5-nitropyrimidine), CC1=CC(=NN1)N (5-methyl-1H-pyrazol-3-amine), CCN(C(C)C)C(C)C (DIPEA), N1CCOCC1 (morpholine). Run in O (H2O), CCOC(=O)C (EtOAc), C1CCOC1 (THF). The product is CC1=CC(=NN1)NC1=NC(=NC(=C1[N+](=O)[O-])N1CCOCC1)SC (N-(5-Methyl-1H-pyrazol-3-yl)-2-(methylthio)-6-morpholin-4-yl-5-nitropyrimidin-4-amine). Reaction SMILES: Cl[C:2]1[C:7]([N+:8]([O-:10])=[O:9])=[C:6](Cl)[N:5]=[C:4]([S:12][CH3:13])[N:3]=1.[CH3:14][C:15]1[NH:19][N:18]=[C:17]([NH2:20])[CH:16]=1.CCN(C(C)C)C(C)C.[NH:30]1[CH2:35][CH2:34][O:33][CH2:32][CH2:31]1>C1COCC1.O.CCOC(C)=O>[CH3:14][C:15]1[NH:19][N:18]=[C:17]([NH:20][C:2]2[C:7]([N+:8]([O-:10])=[O:9])=[C:6]([N:30]3[CH2:35][CH2:34][O:33][CH2:32][CH2:31]3)[N:5]=[C:4]([S:12][CH3:13])[N:3]=2)[CH:16]=1. Reported procedure: To a solution of 4,6-dichloro-2-(methylthio)-5-nitropyrimidine (Intermediate 56, 820 mg) in THF at 0° C. were added 5-methyl-1H-pyrazol-3-amine (350 mg) and DIPEA (1.6 ml) drop-wise. The resulting mixture was stirred at this temperature for 3 hours whereupon morpholine (1 ml) was added. The resulting mixture was allowed to warm to ambient temperature over 10 hours. The mixture was diluted with H2O and EtOAc and the aqueous layer was extracted with EtOAc. The combined organic layers were washed w... Starting materials: C1(CCCCC1)CC(CCS(=O)(=O)C1=NN=NN1C1=CC=CC=C1)(O[Si](C)(C)C)C (5-({4-cyclohexyl-3-methyl-3-[(trimethylsilyl)oxy]butyl}sulfonyl)-1-phenyl-1 H-tetrazole), C(C)(=O)O[C@@H]1[C@@H]([C@H](CC1)C=O)CCSC=1SC=C(N1)C(=O)OCC (ethyl 2-({2-[(1R,2S,5S)-2-(acetyloxy)-5-formylcyclopentyl]ethyl}thio)-1,3-thiazole-4-carboxylate). Reported procedure: By the same procedure as a series of reactions of Example 43→Example 44→Example 45 using 5-({4-cyclohexyl-3-methyl-3-[(trimethylsilyl)oxy]butyl}sulfonyl)-1-phenyl-1 H-tetrazole instead of the compound 41 and using the compound 49 instead of the compound 42, the title compound having the following physical data was obtained. As a reaction SMILES: [CH:1]1([CH2:7][C:8]([CH3:30])([O:25][Si](C)(C)C)[CH2:9][CH2:10]S(C2N(C3C=CC=CC=3)N=NN=2)(=O)=O)[CH2:6][CH2:5][CH2:4][CH2:3][CH2:2]1.C([O:34][C@H:35]1[CH2:39][CH2:38][C@H:37]([CH:40]=O)[C@H:36]1[CH2:42][CH2:43][S:44][C:45]1[S:46][CH:47]=[C:48]([C:50]([O:52]CC)=[O:51])[N:49]=1)(=O)C>>[CH:1]1([CH2:7][C:8]([OH:25])([CH3:30])[CH2:9]/[CH:10]=[CH:40]/[C@H:37]2[CH2:38][CH2:39][C@H:35]([OH:34])[C@@H:36]2[CH2:42][CH2:43][S:44][C:45]2[S:46][CH:47]=[C:48]([C:50]([OH:52])=[O:51])[N:49]=2)[CH2:2][CH2:3][CH2:4][CH2:5][CH2:6]1. Yields the product C1(CCCCC1)CC(C/C=C/[C@@H]1[C@H]([C@H](CC1)O)CCSC=1SC=C(N1)C(=O)O)(C)O (2-[(2-{(1R,2R,5S)-2-[(1E)-5-cyclohexyl-4-hydroxy-4-methyl-1-pentenyl]-5-hydroxycyclopentyl}ethyl)thio]-1,3-thiazole-4-carboxylic acid). The reactants are NC1=CC=CC=C1 (aniline), NC(=O)N (urea), C12CN(CC(CC1)O2)C2=C1C(=NC(=N2)C2=CC=C(C=C2)NC(=O)NCC)N(N=C1)C1CCN(CC1)C(=O)OCC (ethyl 4-(4-(8-oxa-3-azabicyclo[3.2.1]octan-3-yl)-6-(4-(3-ethylureido)phenyl)-1H-pyrazolo[3,4-d]pyrimidin-1-yl)piperidine-1-carboxylate), NC=1C=NC(=CC1)N1CCOCC1 (3-amino-6-morpholinopyridine). Yields the product C12CN(CC(CC1)O2)C2=C1C(=NC(=N2)C2=CC=C(C=C2)NC(=O)NC=2C=NC(=CC2)N2CCOCC2)N(N=C1)CC (1-(4-(4-(8-oxa-3-azabicyclo[3.2.1]octan-3-yl)-1-ethyl-1H-pyrazolo[3,4-d]pyrimidin-6-yl)phenyl)-3-(6-morpholinopyridin-3-yl)urea). As a reaction SMILES: NC(N)=O.[CH:5]12[O:12][CH:9]([CH2:10][CH2:11]1)[CH2:8][N:7]([C:13]1[N:18]=[C:17]([C:19]3[CH:24]=[CH:23][C:22]([NH:25][C:26](NCC)=[O:27])=[CH:21][CH:20]=3)[N:16]=[C:15]3[N:31]([CH:34]4CCN(C(OCC)=O)C[CH2:35]4)[N:32]=[CH:33][C:14]=13)[CH2:6]2.[NH2:45][C:46]1[CH:47]=[N:48][C:49]([N:52]2[CH2:57][CH2:56][O:55][CH2:54][CH2:53]2)=[CH:50][CH:51]=1.NC1C=CC=CC=1>>[CH:5]12[O:12][CH:9]([CH2:10][CH2:11]1)[CH2:8][N:7]([C:13]1[N:18]=[C:17]([C:19]3[CH:20]=[CH:21][C:22]([NH:25][C:26]([NH:45][C:46]4[CH:47]=[N:48][C:49]([N:52]5[CH2:53][CH2:54][O:55][CH2:56][CH2:57]5)=[CH:50][CH:51]=4)=[O:27])=[CH:23][CH:24]=3)[N:16]=[C:15]3[N:31]([CH2:34][CH3:35])[N:32]=[CH:33][C:14]=13)[CH2:6]2. Procedure details: A urea formation procedure similar to that used for the synthesis of ethyl 4-(4-(8-oxa-3-azabicyclo[3.2.1]octan-3-yl)-6-(4-(3-ethylureido)phenyl)-1H-pyrazolo[3,4-d]pyrimidin-1-yl)piperidine-1-carboxylate is used, utilizing 3-amino-6-morpholinopyridine as the aniline component. (29%, MS=556.3 (M+H)) Reactants: SC1=CC=C(C(C(=O)O)=C1)O (5-mercaptosalicylic acid), ClCCO (β-chloroethanol). The solvent is [OH-].[Na+] (sodium hydroxide). The product is OCCSC1=CC=C(C(C(=O)O)=C1)O (5-(β-hydroxyethyl-mercapto)-salicylic acid). Isolated yield 84.0%. RXN SMILES: [SH:1][C:2]1[CH:10]=[C:6]([C:7]([OH:9])=[O:8])[C:5]([OH:11])=[CH:4][CH:3]=1.Cl[CH2:13][CH2:14][OH:15]>[OH-].[Na+]>[OH:15][CH2:14][CH2:13][S:1][C:2]1[CH:10]=[C:6]([C:7]([OH:9])=[O:8])[C:5]([OH:11])=[CH:4][CH:3]=1 |f:2.3|. Reported procedure: 85 g (0.5 mole) of 5-mercaptosalicylic acid were reacted at room temperature with 41.5 g (0.5 mole) β-chloroethanol in 500 ml sodium hydroxide solution of 20% strength, whereby 90 g 5-(β-hydroxyethyl-mercapto)-salicylic acid melting at 136° C. were obtained (yield 71% of theory). 120 g (0.55 mole) of the aryl-alkyl sulfide obtained were oxidized in 200 ml glacial acetic acid at 65° C. with 215 ml 30% hydrogen peroxide whereby 103 g 5-(β-hydroxyethyl-sulfonyl)-salicyclic acid (yield 77% of theory... Reactants: ClCCl, O=C(Cl)CC1CCCCC1, NC1CCCCC1, c1ccccc1. Product: O=C(CC1CCCCC1)NC1CCCCC1. RXN SMILES: [CH2:24]([Cl:25])[Cl:26].[CH:1]1([CH2:7][C:8](=[O:9])[Cl:10])[CH2:2][CH2:3][CH2:4][CH2:5][CH2:6]1.[NH2:17][CH:18]1[CH2:19][CH2:20][CH2:21][CH2:22][CH2:23]1.[cH:11]1[cH:12][cH:13][cH:14][cH:15][cH:16]1>>[CH:1]1([CH2:7][C:8](=[O:9])[NH:17][CH:18]2[CH2:19][CH2:20][CH2:21][CH2:22][CH2:23]2)[CH2:2][CH2:3][CH2:4][CH2:5][CH2:6]1. Starting materials: C(C)N(C=1C=C(C(C=O)=CC1)O)C (4-(ethylmethylamino)salicylaldehyde), NCC(C)(C)N (1,2-diamino-2-methylpropane). Product: C(C)N(C)C=1C=C(C(C=NCC(C)(N=CC=2C(O)=CC(=CC2)N(CC)C)C)=CC1)O (N,N′-Bis[4-(N-ethyl-N-methylamino)salicylidene]-2-methylpropane-1,2-diamine). Reaction SMILES: [CH2:1]([N:3]([CH3:13])[C:4]1[CH:5]=[C:6]([OH:12])[C:7](=[CH:10][CH:11]=1)[CH:8]=O)[CH3:2].[NH2:14][CH2:15][C:16]([NH2:19])([CH3:18])[CH3:17]>>[CH2:1]([N:3]([C:4]1[CH:5]=[C:6]([OH:12])[C:7](=[CH:10][CH:11]=1)[CH:8]=[N:14][CH2:15][C:16]([CH3:18])([N:19]=[CH:8][C:7]1[C:6](=[CH:5][C:4]([N:3]([CH3:13])[CH2:1][CH3:2])=[CH:11][CH:10]=1)[OH:12])[CH3:17])[CH3:13])[CH3:2]. Procedure details: Synthesis and working up are carried out as in Example 9, starting from 500 mg (2.79 mmol) of 4-(ethylmethylamino)salicylaldehyde and 117 mg (1.33 mmol) of 1,2-diamino-2-methylpropane. The reactants are [Ag+], O=C(OCI)Oc1ccc([N+](=O)[O-])cc1, CCCCCC(=O)[O-], CCCCCC(=O)O, c1ccccc1. Yields the product CCCCCC(=O)OCOC(=O)Oc1ccc([N+](=O)[O-])cc1. RXN SMILES: [Ag+:38].[C:1]([O:2][CH2:3][I:4])([O:5][c:6]1[cH:7][cH:8][c:9]([N+:12](=[O:13])[O-:14])[cH:10][cH:11]1)=[O:15].[C:30]([O-:31])(=[O:32])[CH2:33][CH2:34][CH2:35][CH2:36][CH3:37].[CH3:16][CH2:17][CH2:18][CH2:19][CH2:20][C:21]([OH:22])=[O:23].[cH:24]1[cH:25][cH:26][cH:27][cH:28][cH:29]1>>[C:1]([O:2][CH2:3][O:23][C:21]([CH2:20][CH2:19][CH2:18][CH2:17][CH3:16])=[O:22])([O:5][c:6]1[cH:7][cH:8][c:9]([N+:12](=[O:13])[O-:14])[cH:10][cH:11]1)=[O:15]. Starting materials: CC(C)C[AlH]CC(C)C, CO, Cc1ccccc1, ClCCl, Cl, N#Cc1cccc(S(=O)(=O)c2ccc(C=Cc3ccc(F)cc3F)nc2)c1. As a reaction SMILES: [CH3:28][CH:29]([CH2:30][AlH:31][CH2:32][CH:33]([CH3:34])[CH3:35])[CH3:36].[CH3:37][OH:38].[CH3:43][c:44]1[cH:45][cH:46][cH:47][cH:48][cH:49]1.[Cl:40][CH2:41][Cl:42].[ClH:39].[F:1][c:2]1[c:3]([CH:9]=[CH:10][c:11]2[n:12][cH:13][c:14]([S:17](=[O:18])(=[O:19])[c:20]3[cH:21][c:22]([C:26]#[N:27])[cH:23][cH:24][cH:25]3)[cH:15][cH:16]2)[cH:4][cH:5][c:6]([F:8])[cH:7]1>>[F:1][c:2]1[c:3]([CH:9]=[CH:10][c:11]2[n:12][cH:13][c:14]([S:17](=[O:18])(=[O:19])[c:20]3[cH:21][c:22]([CH:26]=[O:38])[cH:23][cH:24][cH:25]3)[cH:15][cH:16]2)[cH:4][cH:5][c:6]([F:8])[cH:7]1. The product is O=Cc1cccc(S(=O)(=O)c2ccc(C=Cc3ccc(F)cc3F)nc2)c1. Starting materials: C(C)(C)(C)C=1C=C(N)C=C(C1OC)I (3-tert-butyl-5-iodo-4-methoxyaniline), ClCC(=O)N=C=O (chloroacetyl isocyanate), N12CCCCCC2=NCCC1 (1,8-Diazabicyclo[5.4.0]undec-7-ene). Run in O1CCOCC1 (dioxane). Conditions: time 3 hour. The product is C(C)(C)(C)C=1C=C(C=C(C1OC)I)NC(=O)N (1-(3-tert-butyl-5-iodo-4-methoxyphenyl)urea). Reaction SMILES: [C:1]([C:5]1[CH:6]=[C:7]([CH:9]=[C:10]([I:14])[C:11]=1[O:12][CH3:13])[NH2:8])([CH3:4])([CH3:3])[CH3:2].ClC[C:17]([N:19]=C=O)=[O:18].N12CCCN=C1CCCCC2>O1CCOCC1>[C:1]([C:5]1[CH:6]=[C:7]([NH:8][C:17]([NH2:19])=[O:18])[CH:9]=[C:10]([I:14])[C:11]=1[O:12][CH3:13])([CH3:4])([CH3:2])[CH3:3]. Reported procedure: To a solution of 3-tert-butyl-5-iodo-4-methoxyaniline (915 mg, 3.0 mmol) in dioxane (20 mL) at 0° C. was added chloroacetyl isocyanate (0.256 mL, 3.00 mmol) dropwise to give a solution that was stirred at room temperature for 3 hours. 1,8-Diazabicyclo[5.4.0]undec-7-ene (0.904 mL, 6.00 mmol) was added and the solution was stirred for 18 hours and partitioned between ethyl acetate and 1 M HCl. The ethyl acetate was washed with H2O, brine and dried (Na2SO4), filtered and concentrated in vacuo. The ... The reactants are BrC=1C=C2C=CC(OC2=CC1)(C)C (6-Bromo-2,2-dimethyl-2H-chromene), C(C)(C)(C)[Li] (tert.-butyllithium), FC(C1=C(C=O)C=CC=C1)(F)F (2-trifluoromethylbenzaldehyde). The product is CC1(OC2=CC=C(C=C2C=C1)C(C1=C(C=CC=C1)C(F)(F)F)O)C (2,2-dimethyl-6-(2-trifluoromethyl-hydroxybenzyl)-2H-chromene). RXN SMILES: Br[C:2]1[CH:3]=[C:4]2[C:9](=[CH:10][CH:11]=1)[O:8][C:7]([CH3:13])([CH3:12])[CH:6]=[CH:5]2.C([Li])(C)(C)C.[F:19][C:20]([F:30])([F:29])[C:21]1[CH:28]=[CH:27][CH:26]=[CH:25][C:22]=1[CH:23]=[O:24]>>[CH3:12][C:7]1([CH3:13])[CH:6]=[CH:5][C:4]2[C:9](=[CH:10][CH:11]=[C:2]([CH:23]([OH:24])[C:22]3[CH:25]=[CH:26][CH:27]=[CH:28][C:21]=3[C:20]([F:19])([F:29])[F:30])[CH:3]=2)[O:8]1. Reported procedure: 6-Bromo-2,2-dimethyl-2H-chromene is metallated at -78° C. using 2 equivalents of tert.-butyllithium and subsequently reacted with 2-trifluoromethylbenzaldehyde to give 2,2-dimethyl-6-(2-trifluoromethyl-hydroxybenzyl)-2H-chromene which is produced as an oil.